This data is from the Open Reaction Database (ORD), a public repository of structured organic reaction records. The task is: describe an organic reaction: reactants, conditions, products, and yield Starting materials: NC1=CC(=C(C(=O)N[C@@H]2[C@@H](CN(CC2)CCC(C(OC)(OC)C2=CC=C(C=C2)F)O)OC)C=C1Cl)OC (cis-4-amino-5-chloro-N-[1-[4-(4-fluorophenyl)-3-hydroxy-4,4-dimethoxybutyl]-3-methoxy-4-piperidinyl]-2-methoxybenzamide), Cl (hydrochloric acid), N (ammonia). Run in O (water), O (water). Conditions: time 18 hour. Product: NC1=CC(=C(C(=O)N[C@@H]2[C@@H](CN(CC2)CCC(C(=O)C2=CC=C(C=C2)F)O)OC)C=C1Cl)OC (cis-4-amino-5-chloro-N-[1-[4-(4-fluorophenyl)-3-hydroxy-4-oxobutyl]-3-methoxy-4-piperidinyl]-2-methoxybenzamide). The yield is 16.0%. RXN SMILES: [NH2:1][C:2]1[C:34]([Cl:35])=[CH:33][C:5]([C:6]([NH:8][C@H:9]2[CH2:14][CH2:13][N:12]([CH2:15][CH2:16][CH:17]([OH:30])[C:18]([C:23]3[CH:28]=[CH:27][C:26]([F:29])=[CH:25][CH:24]=3)(OC)[O:19]C)[CH2:11][C@H:10]2[O:31][CH3:32])=[O:7])=[C:4]([O:36][CH3:37])[CH:3]=1.Cl.N>O>[NH2:1][C:2]1[C:34]([Cl:35])=[CH:33][C:5]([C:6]([NH:8][C@H:9]2[CH2:14][CH2:13][N:12]([CH2:15][CH2:16][CH:17]([OH:30])[C:18]([C:23]3[CH:28]=[CH:27][C:26]([F:29])=[CH:25][CH:24]=3)=[O:19])[CH2:11][C@H:10]2[O:31][CH3:32])=[O:7])=[C:4]([O:36][CH3:37])[CH:3]=1. Reported procedure: A mixture of 2.88 parts of cis-4-amino-5-chloro-N-[1-[4-(4-fluorophenyl)-3-hydroxy-4,4-dimethoxybutyl]-3-methoxy-4-piperidinyl]-2-methoxybenzamide, 30 parts of concentrate hydrochloric acid and 25 parts of water was stirred for 18 hours at room temperature. 100 Parts of water were added and the whole was alkalized with ammonia. The precipitated product was filtered off and taken up in trichloromethane. The organic phase was separated, dried, filtered and evaporated. The residue was purified by c... Reactants: BrC1=CC2=C(C(=C(O2)C(=O)C2=C(C=C(C=C2)Cl)Cl)C)C=C1 ((6-Bromo-3-methyl-benzofuran-2-yl)-(2,4-dichloro-phenyl)-methanone), OCC=1C=C(C=CC1)B(O)O (3-(Hydroxymethyl)phenylboronic acid). Yields the product ClC1=C(C=CC(=C1)Cl)C(=O)C=1OC2=C(C1C)C=CC(=C2)C2=CC(=CC=C2)CO ((2,4-Dichloro-phenyl)-[6-(3-hydroxymethyl-phenyl)-3-methyl-benzofuran-2-yl]-methanone). RXN SMILES: Br[C:2]1[CH:21]=[CH:20][C:5]2[C:6]([CH3:19])=[C:7]([C:9]([C:11]3[CH:16]=[CH:15][C:14]([Cl:17])=[CH:13][C:12]=3[Cl:18])=[O:10])[O:8][C:4]=2[CH:3]=1.[OH:22][CH2:23][C:24]1[CH:25]=[C:26](B(O)O)[CH:27]=[CH:28][CH:29]=1>>[Cl:18][C:12]1[CH:13]=[C:14]([Cl:17])[CH:15]=[CH:16][C:11]=1[C:9]([C:7]1[O:8][C:4]2[CH:3]=[C:2]([C:28]3[CH:27]=[CH:26][CH:25]=[C:24]([CH2:23][OH:22])[CH:29]=3)[CH:21]=[CH:20][C:5]=2[C:6]=1[CH3:19])=[O:10]. Reported procedure: (2,4-Dichloro-phenyl)-[6-(3-hydroxymethyl-phenyl)-3-methyl-benzofuran-2-yl]-methanone was prepared via a Suzuki coupling of (6-Bromo-3-methyl-benzofuran-2-yl)-(2,4-dichloro-phenyl)-methanone and 3-(Hydroxymethyl)phenylboronic acid as described in method 1 step 5. 1H-NMR (CDCl3) δ 7.62 (d, J=8 Hz 1H), 7.57-7.53 (m, 1H), 7.48 (dd, J=9 Hz, J=2 Hz, 1H), 7.46-7.44 (m, 2H), 7.40 (d, J=2 Hz, 1H), 7.37-7.33 (m, 2H), 7.30-7.26 (m, 2H), 4.68 (s, 2H), 2.51 (s, 3H). Starting materials: alkylimidazolium, C1N2C3C4N(C2=O)CN5C6C7N(C5=O)CN8C9C2N(C8=O)CN5C8C%10N(C5=O)CN5C%11C%12N(C5=O)CN5C%13C%14N(C5=O)CN5C%15C%16N(C5=O)CN5C%17C(N1C5=O)N1CN3C(=O)N4CN6C(=O)N7CN9C(=O)N2CN8C(=O)N%10CN%11C(=O)N%12CN%13C(=O)N%14CN%15C(=O)N%16CN%17C1=O (CB[8]). Solvent: O (water). Product: C1N2C3C4N(C2=O)CN5C6C7N(C5=O)CN8C9C2N(C8=O)CN5C8C%10N(C5=O)CN5C%11C%12N(C5=O)CN5C%13C(N1C5=O)N1CN3C(=O)N4CN6C(=O)N7CN9C(=O)N2CN8C(=O)N%10CN%11C(=O)N%12CN%13C1=O (CB[6]). As a reaction SMILES: [CH2:1]1N2C(=O)N3C4N5C(=O)N(C[N:59]6[C:60]([N:62]7[CH2:63][N:64]8[C:65]([N:67]9[CH2:68][N:69]%10[C:70]([N:72]%11[CH2:73][N:74]%12[C:75]([N:77]%13[CH2:78][N:79]%14[C:80]([N:82]%15[CH2:83][N:84]%16[C:85]([N:87]%17[CH2:88]N%18C(N(C5)C5N(C3)C(=O)N(C5%18)C[N:40]3[C:41](=[O:42])[N:37]([CH:38]%16[CH:39]3%17)[CH2:36][N:33]3[C:34](=[O:35])[N:30]([CH:31]%14[CH:32]3%15)[CH2:29][N:26]3[C:27](=[O:28])[N:23]([CH:24]%12[CH:25]3%13)[CH2:22][N:19]3[C:20](=[O:21])[N:16]([CH:17]%10[CH:18]3%11)[CH2:15][N:12]3[C:13](=[O:14])[N:9]([CH:10]8[CH:11]39)[CH2:8][N:5]3[C:6](=[O:7])[N:2]1[CH:3]6[CH:4]37)=O)=[O:86])=[O:81])=[O:76])=[O:71])=[O:66])=[O:61])C42>O>[CH2:22]1[N:23]2[C:27](=[O:28])[N:26]3[CH:25]4[N:77]5[C:75](=[O:76])[N:74]([CH2:73][N:72]6[C:70]([N:69]7[CH2:68][N:67]8[C:65]([N:64]9[CH2:63][N:62]%10[C:60]([N:59]%11[CH2:88][N:87]%12[C:85]([N:84]%13[CH2:83][N:82]%14[C:80]([N:79]([CH2:78]5)[CH:31]5[N:30]([CH2:29]3)[C:34](=[O:35])[N:33]([CH:32]5%14)[CH2:36][N:37]3[C:41](=[O:42])[N:40]([CH:39]%12[CH:38]3%13)[CH2:1][N:2]3[C:6](=[O:7])[N:5]([CH:4]%10[CH:3]3%11)[CH2:8][N:9]3[C:13](=[O:14])[N:12]([CH:11]8[CH:10]39)[CH2:15][N:16]3[C:20](=[O:21])[N:19]1[CH:18]6[CH:17]37)=[O:81])=[O:86])=[O:61])=[O:66])=[O:71])[CH:24]42. Reported procedure: Here, the alkylimidazolium compound forms a complex with CB[8]. The complex is preferably water soluble, thereby to allow separation from CB[6], which is insoluble in water. Reported procedure: N-(5-(7-bromoimidazo[1,2-a]pyridin-3-yl)-2-chloropyridin-3-yl)dimethylaminosulfonamide. To a 100 mL round bottom flask was added N-(5-bromo-2-chloropyridin-3-yl)dimethylaminosulfonamide (0.220 g, 0.699 mmol), Bis(pinacolato)diboron (0.266 g, 1.049 mmol), 1,1′-bis(diphenylphosphino)ferrocene]dichloride palladium(II) (0.051 g, 0.070 mmol), potassium acetate (0.069 g, 0.699 mmol) and dioxane (20 mL). The resulting mixture was heated at 95° C. under N2 for 4 h. The reaction mixture was removed from ... Solvent: O1CCOCC1 (dioxane). The product is ClC1=NC=C(C=C1NS(=O)(=O)N(C)C)C1=CN=C2N1C=CC(=C2)C2=CC=NC=C2 (N′-(2-Chloro-5-(7-(4-pyridinyl)imidazo[1,2-a]pyridin-3-yl)-3-pyridinyl)-N,N-dimethylsulfamide), solid. Reaction SMILES: Br[C:2]1[CH:7]=[CH:6][N:5]2[C:8]([C:11]3[CH:12]=[C:13]([NH:18][S:19]([N:22]([CH3:24])[CH3:23])(=[O:21])=[O:20])[C:14]([Cl:17])=[N:15][CH:16]=3)=[CH:9][N:10]=[C:4]2[CH:3]=1.Br[C:26]1[CH:27]=[C:28](NS(N(C)C)(=O)=O)[C:29](Cl)=[N:30][CH:31]=1.B1(B2OC(C)(C)C(C)(C)O2)OC(C)(C)C(C)(C)O1.C([O-])(=O)C.[K+].BrC1C=CN2C(I)=CN=C2C=1.C(=O)([O-])[O-].[Na+].[Na+]>C1(P(C2C=CC=CC=2)[C-]2C=CC=C2)C=CC=CC=1.[C-]1(P(C2C=CC=CC=2)C2C=CC=CC=2)C=CC=C1.[Fe+2].O1CCOCC1>[Cl:17][C:14]1[C:13]([NH:18][S:19]([N:22]([CH3:24])[CH3:23])(=[O:21])=[O:20])=[CH:12][C:11]([C:8]2[N:5]3[CH:6]=[CH:7][C:2]([C:27]4[CH:26]=[CH:31][N:30]=[CH:29][CH:28]=4)=[CH:3][C:4]3=[N:10][CH:9]=2)=[CH:16][N:15]=1 |f:3.4,6.7.8,9.10.11|. Conditions: temperature 95 celsius, time 20 hour. The reactants are BrC=1C=C(C(=NC1)Cl)NS(=O)(=O)N(C)C (N-(5-bromo-2-chloropyridin-3-yl)dimethylaminosulfonamide), B1(OC(C(O1)(C)C)(C)C)B2OC(C(O2)(C)C)(C)C (Bis(pinacolato)diboron), dichloride palladium(II), C(C)(=O)[O-].[K+] (potassium acetate), BrC1=CC=2N(C=C1)C(=CN2)C=2C=C(C(=NC2)Cl)NS(=O)(=O)N(C)C (N-(5-(7-bromoimidazo[1,2-a]pyridin-3-yl)-2-chloropyridin-3-yl)dimethylaminosulfonamide), BrC1=CC=2N(C=C1)C(=CN2)I (7-bromo-3-iodoimidazo[1,2-a]pyridine), C([O-])([O-])=O.[Na+].[Na+] (sodium carbonate), dichloride palladium(II). Reagents/catalysts: C1(=CC=CC=C1)P([C-]1C=CC=C1)C1=CC=CC=C1.[C-]1(C=CC=C1)P(C1=CC=CC=C1)C1=CC=CC=C1.[Fe+2] (1,1′-bis(diphenylphosphino)ferrocene), C1(=CC=CC=C1)P([C-]1C=CC=C1)C1=CC=CC=C1.[C-]1(C=CC=C1)P(C1=CC=CC=C1)C1=CC=CC=C1.[Fe+2] (1,1′-bis(diphenylphosphino)ferrocene). Starting materials: C1CCOC1, CC(C)(C)OC(=O)N=NC(=O)OC(C)(C)C, OC1CCOCC1, O=C1c2ccccc2C(=O)N1O, c1ccc(P(c2ccccc2)c2ccccc2)cc1. The product is O=C1c2ccccc2C(=O)N1OC1CCOCC1. As a reaction SMILES: [CH2:55]1[O:56][CH2:57][CH2:58][CH2:59]1.[N:39]([C:40]([O:41][C:42]([CH3:43])([CH3:44])[CH3:45])=[O:46])=[N:47][C:48]([O:49][C:50]([CH3:51])([CH3:52])[CH3:53])=[O:54].[O:32]1[CH2:33][CH2:34][CH:35]([OH:38])[CH2:36][CH2:37]1.[OH:1][N:2]1[C:3](=[O:12])[c:4]2[c:5]([cH:8][cH:9][cH:10][cH:11]2)[C:6]1=[O:7].[c:13]1([P:14]([c:15]2[cH:16][cH:17][cH:18][cH:19][cH:20]2)[c:21]2[cH:22][cH:23][cH:24][cH:25][cH:26]2)[cH:27][cH:28][cH:29][cH:30][cH:31]1>>[O:1]([N:2]1[C:3](=[O:12])[c:4]2[c:5]([cH:8][cH:9][cH:10][cH:11]2)[C:6]1=[O:7])[CH:35]1[CH2:34][CH2:33][O:32][CH2:37][CH2:36]1. Starting materials: Cl (hydrochloric acid), ClS(=O)(=O)C=1C=CC(=C(C(=O)O)C1)F (5-chlorosulfonyl-2-fluorobenzoic acid), O.N (ammonia water), O (water). Solvent: O1CCCC1 (tetrahydrofuran). Product: FC1=C(C(=O)O)C=C(C=C1)S(N)(=O)=O (2-fluoro-5-sulfamoylbenzoic acid). As a reaction SMILES: Cl[S:2]([C:5]1[CH:6]=[CH:7][C:8]([F:14])=[C:9]([CH:13]=1)[C:10]([OH:12])=[O:11])(=[O:4])=[O:3].O.[NH3:16].O.Cl>O1CCCC1>[F:14][C:8]1[CH:7]=[CH:6][C:5]([S:2](=[O:4])(=[O:3])[NH2:16])=[CH:13][C:9]=1[C:10]([OH:12])=[O:11] |f:1.2|. Procedure: A solution of 5-chlorosulfonyl-2-fluorobenzoic acid (7.0 g) and 28% ammonia water (20 ml) in tetrahydrofuran (70 ml) is stirred at 0° C. for 1.5 hours. The reaction mixture is poured into water (200 ml), acidified with concentrated hydrochloric acid, and extracted with chloroform. The extracts are washed with water, dried over sodium sulfate, and evaporated under reduced pressure. The residue is washed with diethyl ether to give the title compound (5.0 g).